describe an organic reaction: reactants, conditions, products, and yield From a dataset of the Open Reaction Database (ORD), a public repository of structured organic reaction records. Starting materials: COC(=O)C1C(C(=O)OC)N(Cc2ccccc2)C(=O)N1Cc1ccccc1, CO, ClC(Cl)Cl, [Na+], O=P([O-])([O-])[O-], [OH-], O=S(=O)(O)O. The product is COC(=O)C1C(C(=O)O)N(Cc2ccccc2)C(=O)N1Cc1ccccc1. Reaction SMILES: [CH2:1]([c:2]1[cH:3][cH:4][cH:5][cH:6][cH:7]1)[N:8]1[C:9](=[O:28])[N:10]([CH2:21][c:22]2[cH:23][cH:24][cH:25][cH:26][cH:27]2)[CH:11]([C:17](=[O:18])[O:19][CH3:20])[CH:12]1[C:13](=[O:14])[O:15][CH3:16].[CH3:45][OH:46].[CH:41]([Cl:42])([Cl:43])[Cl:44].[Na+:35].[O-:29][P:30](=[O:31])([O-:32])[O-:33].[OH-:34].[S:36](=[O:37])(=[O:38])([OH:39])[OH:40]>>[CH2:1]([c:2]1[cH:3][cH:4][cH:5][cH:6][cH:7]1)[N:8]1[C:9](=[O:28])[N:10]([CH2:21][c:22]2[cH:23][cH:24][cH:25][cH:26][cH:27]2)[CH:11]([C:17](=[O:18])[OH:19])[CH:12]1[C:13](=[O:14])[O:15][CH3:16]. Starting materials: [H-].[Na+] (sodium hydride), CC1=NC=C(N=C1)CCl (2-methyl-5-pyrazinylmethyl chloride), [N+](=O)([O-])C=C1NCCN1 (2-Nitromethyleneimidazolidine), [H][H] (hydrogen). The solvent is CN(C=O)C (dimethylformamide), O (water). Conditions: temperature 40 celsius, time 8 hour. The product is CC1=NC=C(N=C1)CN1C(NCC1)=C[N+](=O)[O-] (1-(2-methyl-5-pyrazinylmethyl)-2-(nitromethylene)imidazolidine). Reaction SMILES: [N+:1]([CH:4]=[C:5]1[NH:9][CH2:8][CH2:7][NH:6]1)([O-:3])=[O:2].[H-].[Na+].[H][H].[CH3:14][C:15]1[CH:20]=[N:19][C:18]([CH2:21]Cl)=[CH:17][N:16]=1>CN(C)C=O.O>[CH3:14][C:15]1[CH:20]=[N:19][C:18]([CH2:21][N:6]2[CH2:7][CH2:8][NH:9][C:5]2=[CH:4][N+:1]([O-:3])=[O:2])=[CH:17][N:16]=1 |f:1.2|. Procedure: 2-Nitromethyleneimidazolidine (12.9 g) was dissolved in dry dimethylformamide (100 ml), and at room temperature 60% oily sodium hydride (4.4 g) was added. The mixture was stirred at room temperature until the generation of hydrogen ceased. Then, 2-methyl-5-pyrazinylmethyl chloride (14.3 g was added at room temperature, and the mixture was stirred at 40° C. for 8 hours. After cooling to room temperature, the reaction mixture was added to 200 ml of water, and extracted with dichloromethane. On dis... The reactants are C(C)OC(CC(C(C1=CC=CC=C1)=O)C(C1=CC=CC=C1)=O)=O (3,3-dibenzoyl-propionic acid-ethyl ester), Cl.ClC1=C(C=CC=C1)NN (o-chlorophenylhydrazine hydrochloride), C(C)(=O)[O-].[Na+] (sodium acetate). Solvent: C(C)(=O)O (acetic acid). Product: C1(=CC=CC=C1)C1=NN(C(=C1CC(=O)O)C1=CC=CC=C1)C1=C(C=CC=C1)Cl (3,5-diphenyl-1-(o-chlorophenyl)-pyrazol-4-acetic acid). Yield: 36.9%. Reaction SMILES: C([O:3][C:4](=[O:23])[CH2:5][CH:6]([C:15](=O)[C:16]1[CH:21]=[CH:20][CH:19]=[CH:18][CH:17]=1)[C:7](=O)[C:8]1[CH:13]=[CH:12][CH:11]=[CH:10][CH:9]=1)C.Cl.[Cl:25][C:26]1[CH:31]=[CH:30][CH:29]=[CH:28][C:27]=1[NH:32][NH2:33].C([O-])(=O)C.[Na+]>C(O)(=O)C>[C:8]1([C:7]2[C:6]([CH2:5][C:4]([OH:3])=[O:23])=[C:15]([C:16]3[CH:17]=[CH:18][CH:19]=[CH:20][CH:21]=3)[N:32]([C:27]3[CH:28]=[CH:29][CH:30]=[CH:31][C:26]=3[Cl:25])[N:33]=2)[CH:9]=[CH:10][CH:11]=[CH:12][CH:13]=1 |f:1.2,3.4|. Procedure: 8.0 grams 3,3-dibenzoyl-propionic acid-ethyl ester, 5.5 grams o-chlorophenylhydrazine hydrochloride, 2.5 grams sodium acetate and 4.0 grams glacial acetic acid were reacted and the reaction product recovered by a procedure analogous to the method set out in Example 21. 3.7 grams 3,5-diphenyl-1-(o-chlorophenyl)-pyrazol-4-acetic acid, melting at 191°-193° C., were obtained, representing a yield of 37%. Reactants: S(=O)(Cl)Cl (Thionyl chloride), OCCN(CCO)C1=CC=C(OCC(=O)OC)C=C1 (methyl 4-[N,N-bis(2-hydroxyethyl)amino]phenoxyacetate), ClCCCl (1,2-dichloroethane). Run at time 4 hour. Yields the product ClCCN(CCCl)C1=CC=C(OCC(=O)OC)C=C1 (Methyl 4-[N,N-bis(2-chloroethyl)amino]phenoxyacetate), crystals. Yield: 74.0%. RXN SMILES: S(Cl)([Cl:3])=O.O[CH2:6][CH2:7][N:8]([C:12]1[CH:23]=[CH:22][C:15]([O:16][CH2:17][C:18]([O:20][CH3:21])=[O:19])=[CH:14][CH:13]=1)CCO.Cl[CH2:25][CH2:26][Cl:27]>>[Cl:27][CH2:26][CH2:25][N:8]([C:12]1[CH:23]=[CH:22][C:15]([O:16][CH2:17][C:18]([O:20][CH3:21])=[O:19])=[CH:14][CH:13]=1)[CH2:7][CH2:6][Cl:3]. Procedure: Thionyl chloride (3.17 g; 26.6 mmol) was added dropwise under ice cooling to a solution of 2.39 g (8.87 mmol) of methyl 4-[N,N-bis(2-hydroxyethyl)amino]phenoxyacetate in 72 ml of 1,2-dichloroethane. The thus-obtained mixture was stirred at room temperature for 4 hours and then concentrated. The resulting residue was purified by flush chromatography (chloroform/methanol=200/3), whereby 2.0 g of the title compound were obtained as brown crystals (yield: 74%).